From a dataset of the Open Reaction Database (ORD), a public repository of structured organic reaction records. describe an organic reaction: reactants, conditions, products, and yield Reactants: C[C@@H]([C@@H](C=1C=CC=CC1)O)NC.Cl (ephedrine hydrochloride), C[C@@H]([C@@H](C=1C=CC=CC1)O)NC.C[C@@H]([C@@H](C=1C=CC=CC1)O)NC.OS(=O)(=O)O (ephedrine sulfate), CCC(C)C1(C(=O)NC(=O)NC1=O)CC (butabarbital). Product: C(C=C)C1(C(NC(NC1=O)=O)=O)CC (5-allyl-5-ethylbarbituric acid). Reaction SMILES: C[C@H](NC)[C@H](O)C1C=CC=CC=1.Cl.C[C@H](NC)[C@H](O)C1C=CC=CC=1.C[C@H](NC)[C@H](O)C1C=CC=CC=1.OS(O)(=O)=O.[CH3:43][CH2:44][CH:45]([C:47]1([CH2:56][CH3:57])[C:54](=[O:55])[NH:53][C:51](=[O:52])[NH:50][C:48]1=[O:49])C>>[CH2:45]([C:47]1([CH2:56][CH3:57])[C:48](=[O:49])[NH:50][C:51](=[O:52])[NH:53][C:54]1=[O:55])[CH:44]=[CH2:43] |f:0.1,2.3.4|. Procedure details: The composition of claim 1 containing 4 to 25 mg. of ephedrine hydrochloride or ephedrine sulfate and from 2 to 15 mg. of butabarbital per 5 milliliters of elixir. Reactants: CC(C)(C)[Si](C)(C)Cl, C1CCOC1, CCCC[N+](CCCC)(CCCC)CCCC, CC(O[Si](C)(C)C)c1ccnc(C#N)c1, CCOCC, [F-], O, c1c[nH]cn1. RXN SMILES: [C:34]([CH3:35])([CH3:36])([CH3:37])[Si:38]([CH3:39])([CH3:40])[Cl:41].[CH2:47]1[O:48][CH2:49][CH2:50][CH2:51]1.[CH3:17][CH2:18][CH2:19][CH2:20][N+:21]([CH2:22][CH2:23][CH2:24][CH3:25])([CH2:26][CH2:27][CH2:28][CH3:29])[CH2:30][CH2:31][CH2:32][CH3:33].[CH3:1][Si:2]([O:3][CH:4]([CH3:5])[c:6]1[cH:7][c:8]([C:12]#[N:13])[n:9][cH:10][cH:11]1)([CH3:14])[CH3:15].[CH3:53][CH2:54][O:55][CH2:56][CH3:57].[F-:16].[OH2:52].[nH:42]1[cH:43][cH:44][n:45][cH:46]1>>[O:3]([CH:4]([CH3:5])[c:6]1[cH:7][c:8]([C:12]#[N:13])[n:9][cH:10][cH:11]1)[Si:38]([C:34]([CH3:35])([CH3:36])[CH3:37])([CH3:39])[CH3:40]. The product is CC(O[Si](C)(C)C(C)(C)C)c1ccnc(C#N)c1.